Dataset: the Open Reaction Database (ORD), a public repository of structured organic reaction records. Task: describe an organic reaction: reactants, conditions, products, and yield Reactants: C(C1=CC=C(C=C1)OC)(=O)Cl (ρ-anisoyl chloride), Cl (hydrochloric acid), C(Cl)Cl (methylene chloride), [Cl-].[Al+3].[Cl-].[Cl-] (aluminum chloride), CN1C(=CC=C1)CC(=O)OC (methyl 1-methylpyrrole-2-acetate), C(Cl)Cl (methylene chloride). Run at time 25 minute. The product is C(C1=CC=C(C=C1)OC)(=O)C1=CC(=C(N1)CC(=O)OC)C (methyl 5-(ρ-anisoyl)-methylpyrrole-2-acetate). As a reaction SMILES: [C:1](Cl)(=[O:10])[C:2]1[CH:7]=[CH:6][C:5]([O:8][CH3:9])=[CH:4][CH:3]=1.[Cl-].[Al+3].[Cl-].[Cl-].C[N:17]1[CH:21]=[CH:20][CH:19]=[C:18]1[CH2:22][C:23]([O:25][CH3:26])=[O:24].Cl.[CH2:28](Cl)Cl>>[C:1]([C:21]1[NH:17][C:18]([CH2:22][C:23]([O:25][CH3:26])=[O:24])=[C:19]([CH3:28])[CH:20]=1)(=[O:10])[C:2]1[CH:7]=[CH:6][C:5]([O:8][CH3:9])=[CH:4][CH:3]=1 |f:1.2.3.4|. Procedure: A solution of 17.0 g. (0.1 mole) of ρ-anisoyl chloride and 13.3 g. (0.1 mole) of aluminum chloride in 200 ml. of methylene chloride is added over 5 minutes to a solution of methyl 1-methylpyrrole-2-acetate in 100 ml. of methylene chloride at ice bath temperature. The mixture is stirred for 25 minutes and poured into ice acidified with dilute hydrochloric acid. The organic layer is separated, and the aqueous layer is washed with methylene chloride. The combined organic solutions are washed succes... Starting materials: CCN(C(C)C)C(C)C (Hunig's base), CC=1NC2=CC=CC=C2C1C=C1C(NC(S1)=S)=O (5-[(2-methyl-1H-indol-3-yl)methylene]-2-thioxo-4-thiazolidinone), IC (iodomethane). Run in CO (methanol). Conditions: time 2 hour. Product: CC=1NC2=CC=CC=C2C1C=C1C(N=C(S1)SC)=O (5-[(2-methyl-1H-indol-3-yl)methylene]-2-(methylthio)-4(5H)-thiazolone). Isolated yield 76.0%. Reaction SMILES: [CH3:1][C:2]1[NH:3][C:4]2[C:9]([C:10]=1[CH:11]=[C:12]1[S:16][C:15](=[S:17])[NH:14][C:13]1=[O:18])=[CH:8][CH:7]=[CH:6][CH:5]=2.[CH3:19]CN(C(C)C)C(C)C.IC>CO>[CH3:1][C:2]1[NH:3][C:4]2[C:9]([C:10]=1[CH:11]=[C:12]1[S:16][C:15]([S:17][CH3:19])=[N:14][C:13]1=[O:18])=[CH:8][CH:7]=[CH:6][CH:5]=2. Procedure: To a room temperature suspension of (Z) 5-[(2-methyl-1H-indol-3-yl)methylene]-2-thioxo-4-thiazolidinone (1.502 g, 5.48 mmols) in 50 mL of methanol is added Hunig's base (1.15 mL, 6.61 mmols) followed by iodomethane (0.500 mL, 8.03 mmols). The thick suspension is stirred for 2 hours at room temperature. Filtration washing with 1:1 hexane:ether provides 1.201 g of an orange solid. This material is suspended in 100 mL of hot ethyl acetate and filtered to provide 943 mg (60%) of (Z)-5-[(2-methyl-1H-... Reactants: NC(=O)c1cnc(Br)s1, Cc1[nH]c(C(=O)NC2CCNCC2)cc1Br, Cl. Product: Cc1[nH]c(C(=O)NC2CCN(c3ncc(C(N)=O)s3)CC2)cc1Br. RXN SMILES: [Br:18][c:19]1[s:20][c:21]([C:24](=[O:25])[NH2:26])[cH:22][n:23]1.[Br:2][c:3]1[cH:4][c:5]([C:9](=[O:10])[NH:11][CH:12]2[CH2:13][CH2:14][NH:15][CH2:16][CH2:17]2)[nH:6][c:7]1[CH3:8].[ClH:1]>>[Br:2][c:3]1[cH:4][c:5]([C:9](=[O:10])[NH:11][CH:12]2[CH2:13][CH2:14][N:15]([c:19]3[s:20][c:21]([C:24](=[O:25])[NH2:26])[cH:22][n:23]3)[CH2:16][CH2:17]2)[nH:6][c:7]1[CH3:8].